describe an organic reaction: reactants, conditions, products, and yield From a dataset of the Open Reaction Database (ORD), a public repository of structured organic reaction records. Reactants: B, C1CCOC1, C1CCOC1, [Cl-], O=C(NC1CCC(NS(=O)(=O)c2ccc(-c3ccc(F)cc3F)cc2)CC1)C(F)(F)F, [NH4+], O. Product: O=S(=O)(NC1CCC(NCC(F)(F)F)CC1)c1ccc(-c2ccc(F)cc2F)cc1. Reaction SMILES: [BH3:32].[CH2:33]1[O:34][CH2:35][CH2:36][CH2:37]1.[CH2:41]1[O:42][CH2:43][CH2:44][CH2:45]1.[Cl-:38].[F:1][c:2]1[c:3](-[c:9]2[cH:10][cH:11][c:12]([S:15](=[O:16])(=[O:17])[NH:18][CH:19]3[CH2:20][CH2:21][CH:22]([NH:25][C:26]([C:27]([F:28])([F:29])[F:30])=[O:31])[CH2:23][CH2:24]3)[cH:13][cH:14]2)[cH:4][cH:5][c:6]([F:8])[cH:7]1.[NH4+:39].[OH2:40]>>[F:1][c:2]1[c:3](-[c:9]2[cH:10][cH:11][c:12]([S:15](=[O:16])(=[O:17])[NH:18][CH:19]3[CH2:20][CH2:21][CH:22]([NH:25][CH2:26][C:27]([F:28])([F:29])[F:30])[CH2:23][CH2:24]3)[cH:13][cH:14]2)[cH:4][cH:5][c:6]([F:8])[cH:7]1. The reactants are N12C[C@@H](C(CC1)CC2)OC(=O)C2(CCCCCC2)C2=CC=CC=C2 (1-Phenyl-cycloheptanecarboxylic acid (R)-(1-aza-bicyclo[2.2.2]oct-3-yl)ester), ClCC(=O)NC1=NC(=NC=C1)C (2-chloro-N-(2-methyl-pyrimidin-4-yl)-acetamide). Run in CC#N (MeCN). The product is [Cl-].CC1=NC=CC(=N1)NC(=O)C[N+]12C[C@@H](C(CC1)CC2)OC(=O)C2(CCCCCC2)C2=CC=CC=C2 ((R)-1-[(2-Methyl-pyrimidin-4-ylcarbamoyl)-methyl]-3-(1-phenyl-cycloheptanecarbonyloxy)-1-azonia-bicyclo[2.2.2]octane chloride). Isolated yield 37.0%. RXN SMILES: [N:1]12[CH2:8][CH2:7][CH:4]([CH2:5][CH2:6]1)[C@@H:3]([O:9][C:10]([C:12]1([C:19]3[CH:24]=[CH:23][CH:22]=[CH:21][CH:20]=3)[CH2:18][CH2:17][CH2:16][CH2:15][CH2:14][CH2:13]1)=[O:11])[CH2:2]2.[Cl:25][CH2:26][C:27]([NH:29][C:30]1[CH:35]=[CH:34][N:33]=[C:32]([CH3:36])[N:31]=1)=[O:28]>CC#N>[Cl-:25].[CH3:36][C:32]1[N:31]=[C:30]([NH:29][C:27]([CH2:26][N+:1]23[CH2:8][CH2:7][CH:4]([CH2:5][CH2:6]2)[C@@H:3]([O:9][C:10]([C:12]2([C:19]4[CH:20]=[CH:21][CH:22]=[CH:23][CH:24]=4)[CH2:18][CH2:17][CH2:16][CH2:15][CH2:14][CH2:13]2)=[O:11])[CH2:2]3)=[O:28])[CH:35]=[CH:34][N:33]=1 |f:3.4|. Procedure: 1-Phenyl-cycloheptanecarboxylic acid (R)-(1-aza-bicyclo[2.2.2]oct-3-yl)ester (Example 14e, 0.29 mmol) and 2-chloro-N-(2-methyl-pyrimidin-4-yl)-acetamide (Example 58a) (0.35 mmol) in MeCN (2.0 mL) were stirred together at room temperature for 16 h. The reaction mixture was concentrated in vacuo and the residue purified by silica gel chromatography eluting with 0-10% MeOH/dichloromethane to give the title compound as a white solid (55 mg). Reactants: [F-].C(CCC)[N+](CCCC)(CCCC)CCCC (tetrabutyl ammonium fluoride), [Si](C)(C)(C(C)(C)C)OC1=CC=C(C/C(/C(=O)OC)=C(/C(=O)OC)\[C@@H]2CC[C@@H](CC2)O[Si](C)(C)C(C)(C)C)C=C1 (dimethyl 2-(4-((tert-butyldimethylsilyl)oxy)benzyl)-3-(cis-4-((tert-butyldimethylsilyl)oxy)cyclohexyl)maleate). Run in C1CCOC1 (THF), C1CCOC1 (THF). Run at time 5 hour. Product: [Si](C)(C)(C(C)(C)C)O[C@H]1CC[C@H](CC1)/C(/C(=O)OC)=C(/C(=O)OC)\CC1=CC=C(C=C1)O (Dimethyl 2-(cis-4-((tert-butyldimethylsilyl)oxy)cyclohexyl)-3-(4-hydroxybenzyl)maleate). Yield: 75.7%. RXN SMILES: [F-].C([N+](CCCC)(CCCC)CCCC)CCC.[Si]([O:26][C:27]1[CH:57]=[CH:56][C:30]([CH2:31]/[C:32](=[C:37](\[C@H:42]2[CH2:47][CH2:46][C@@H:45]([O:48][Si:49]([C:52]([CH3:55])([CH3:54])[CH3:53])([CH3:51])[CH3:50])[CH2:44][CH2:43]2)/[C:38]([O:40][CH3:41])=[O:39])/[C:33]([O:35][CH3:36])=[O:34])=[CH:29][CH:28]=1)(C(C)(C)C)(C)C>C1COCC1>[Si:49]([O:48][C@@H:45]1[CH2:46][CH2:47][C@H:42](/[C:37](=[C:32](\[CH2:31][C:30]2[CH:29]=[CH:28][C:27]([OH:26])=[CH:57][CH:56]=2)/[C:33]([O:35][CH3:36])=[O:34])/[C:38]([O:40][CH3:41])=[O:39])[CH2:43][CH2:44]1)([C:52]([CH3:55])([CH3:54])[CH3:53])([CH3:51])[CH3:50] |f:0.1|. Procedure details: A 1.0 M tetrabutyl ammonium fluoride solution in THF (0.29 ml, 0.29 mmol) was added dropwise to a solution of dimethyl 2-(4-((tert-butyldimethylsilyl)oxy)benzyl)-3-(cis-4-((tert-butyldimethylsilyl)oxy)cyclohexyl)maleate (55 mg, 0.10 mmol) in THF (1.0 ml) at 0° C., and the mixture was stirred at room temperature for 5 hr. The solvent was removed by distillation under reduced pressure, and the residue was chromatographed on silica gel column (hexane:ethyl acetate=85:15) to give the title compound ... Reactants: C(#N)C=1C(=CC(=NC1)NC(=O)N1CCCC2=CC(=C(N=C12)C=O)CO)N1CCC2(CCNC2)CC1 (N-(5-cyano-4-(2,8-diazaspiro[4.5]decan-8-yl)pyridin-2-yl)-7-formyl-6-(hydroxymethyl)-3,4-dihydro-1,8-naphthyridine-1(2H)-carboxamide), C(#N)C=1C(=CC(=NC1)NC(=O)N1CCCC2=CC(=C(N=C12)C=O)CO)N1CCC2(CCNC2)CC1 (N-(5-cyano-4-(2,8-diazaspiro[4.5]decan-8-yl)pyridin-2-yl)-7-formyl-6-(hydroxymethyl)-3,4-dihydro-1,8-naphthyridine-1(2H)-carboxamide), C(C)(=O)O[BH-](OC(C)=O)OC(C)=O.[Na+] (sodium triacetoxyborohydride), C=O (formaldehyde), CC(=O)O (AcOH), C(=O)(O)[O-].[Na+] (NaHCO3). Solvent: C(Cl)Cl (DCM). Reaction conditions: time 15 minute. The product is C(#N)C=1C(=CC(=NC1)NC(=O)N1CCCC2=CC(=C(N=C12)C=O)CO)N1CCC2(CCN(C2)C)CC1 (N-(5-cyano-4-(2-methyl-2,8-diazaspiro[4.5]decan-8-yl)pyridin-2-yl)-7-formyl-6-(hydroxymethyl)-3,4-dihydro-1,8-naphthyridine-1(2H)-carboxamide). RXN SMILES: [C:1]([C:3]1[C:4]([N:26]2[CH2:35][CH2:34][C:29]3([CH2:33][NH:32][CH2:31][CH2:30]3)[CH2:28][CH2:27]2)=[CH:5][C:6]([NH:9][C:10]([N:12]2[C:21]3[C:16](=[CH:17][C:18]([CH2:24][OH:25])=[C:19]([CH:22]=[O:23])[N:20]=3)[CH2:15][CH2:14][CH2:13]2)=[O:11])=[N:7][CH:8]=1)#[N:2].C=O.[CH3:38]C(O)=O.C(O[BH-](OC(=O)C)OC(=O)C)(=O)C.[Na+].C([O-])(O)=O.[Na+]>C(Cl)Cl>[C:1]([C:3]1[C:4]([N:26]2[CH2:27][CH2:28][C:29]3([CH2:33][N:32]([CH3:38])[CH2:31][CH2:30]3)[CH2:34][CH2:35]2)=[CH:5][C:6]([NH:9][C:10]([N:12]2[C:21]3[C:16](=[CH:17][C:18]([CH2:24][OH:25])=[C:19]([CH:22]=[O:23])[N:20]=3)[CH2:15][CH2:14][CH2:13]2)=[O:11])=[N:7][CH:8]=1)#[N:2] |f:3.4,5.6|. Procedure: To a suspension of N-(5-cyano-4-(2,8-diazaspiro[4.5]decan-8-yl)pyridin-2-yl)-7-formyl-6-(hydroxymethyl)-3,4-dihydro-1,8-naphthyridine-1(2H)-carboxamide (intermediate 44, 22 mg, 0.046 mmol) in DCM (0.5 ml) was added formaldehyde (37% in H2O, 0.035 ml, 0.463 mmol) and AcOH (2.65 μl, 0.046 mmol). The reaction mixture was stirred at room temperature for 15 min, then sodium triacetoxyborohydride (14.7 mg, 0.069 mmol) was added and the reaction mixture was stirred for 30 min. The reaction mixture was ... Reactants: [Al+3], O=C(O)c1cscc1Nc1c(Cl)cccc1Cl, [H-], [H-], [H-], [H-], [Li+], C1CCOC1, O, O=S(=O)(O)O. Product: OCc1cscc1Nc1c(Cl)cccc1Cl. As a reaction SMILES: [Al+3:19].[Cl:1][c:2]1[c:3]([NH:4][c:5]2[c:6]([C:10](=[O:11])[OH:12])[cH:7][s:8][cH:9]2)[c:13]([Cl:17])[cH:14][cH:15][cH:16]1.[H-:18].[H-:21].[H-:22].[H-:23].[Li+:20].[O:30]1[CH2:31][CH2:32][CH2:33][CH2:34]1.[OH2:24].[S:25](=[O:26])(=[O:27])([OH:28])[OH:29]>>[Cl:1][c:2]1[c:3]([NH:4][c:5]2[c:6]([CH2:10][OH:11])[cH:7][s:8][cH:9]2)[c:13]([Cl:17])[cH:14][cH:15][cH:16]1. Reported procedure: 1-[2-(4-chloro-benzyloxy)-2-(2,4-dichloro-phenyl)-ethyl]-1H-imidazole (1 g, 2.25 mmol) and tert-butyl bromoacetate (1 ml, 6.8 mmol) were dissolved in 15 ml acetonitrile and heated to reflux overnight. TLC showed full conversion of the starting material. The solvent was cooled, evaporated in vacuo, and the residual oil was dissolved in chloroform and triturated with ether. The product was identified by Maldi mass spectrometry, and used in the next step without further purification. Product: C(C)(C)(C)OC(CN1CN(C=C1)CC(C1=C(C=C(C=C1)Cl)Cl)OCC1=CC=C(C=C1)Cl)=O ({3-[2-(4-chloro-benzyloxy)-2-(2,4-dichloro-phenyl)-ethyl]-3H-imidazol-1-yl}-acetic acid tert-butyl ester). As a reaction SMILES: [Cl:1][C:2]1[CH:24]=[CH:23][C:5]([CH2:6][O:7][CH:8]([C:15]2[CH:20]=[CH:19][C:18]([Cl:21])=[CH:17][C:16]=2[Cl:22])[CH2:9][N:10]2[CH:14]=[CH:13][N:12]=[CH:11]2)=[CH:4][CH:3]=1.Br[CH2:26][C:27]([O:29][C:30]([CH3:33])([CH3:32])[CH3:31])=[O:28]>C(#N)C>[C:30]([O:29][C:27](=[O:28])[CH2:26][N:12]1[CH:13]=[CH:14][N:10]([CH2:9][CH:8]([O:7][CH2:6][C:5]2[CH:4]=[CH:3][C:2]([Cl:1])=[CH:24][CH:23]=2)[C:15]2[CH:20]=[CH:19][C:18]([Cl:21])=[CH:17][C:16]=2[Cl:22])[CH2:11]1)([CH3:33])([CH3:32])[CH3:31]. Run in C(C)#N (acetonitrile). The reactants are ClC1=CC=C(COC(CN2C=NC=C2)C2=C(C=C(C=C2)Cl)Cl)C=C1 (1-[2-(4-chloro-benzyloxy)-2-(2,4-dichloro-phenyl)-ethyl]-1H-imidazole), BrCC(=O)OC(C)(C)C (tert-butyl bromoacetate). Procedure details: The preparation of part I of Example 1 was repeated with two major changes. The amounts of material employed were increased by a factor of about 10. The reduction in step (e) was carried out differently. To a solution of 1.1 g of lithium aluminum hydride (Alfa Inorganics-Ventron) in 50 ml of scrupulously dried tetrahydrofuran was added dropwise with stirring 2 g of 3-amino-4-n-propoxybenzoic acid in 100 ml of scrupulously dried tetrahydrofuran. The mixture was refluxed for 20 minutes, cooled, di... The solvent is [OH-].[K+] (potassium hydroxide), O (water). Product: NC=1C=C(CO)C=CC1OCCC (3-amino-4-n-propoxybenzyl alcohol). The yield is 86.2%. As a reaction SMILES: [H-].[Al+3].[Li+].[H-].[H-].[H-].O1CCCC1.[NH2:12][C:13]1[CH:14]=[C:15]([CH:19]=[CH:20][C:21]=1[O:22][CH2:23][CH2:24][CH3:25])[C:16](O)=[O:17].C(OCC)C>[OH-].[K+].O>[NH2:12][C:13]1[CH:14]=[C:15]([CH:19]=[CH:20][C:21]=1[O:22][CH2:23][CH2:24][CH3:25])[CH2:16][OH:17] |f:0.1.2.3.4.5,9.10|. Starting materials: C(C)OCC (diethyl ether), [H-].[Al+3].[Li+].[H-].[H-].[H-] (lithium aluminum hydride), O1CCCC1 (tetrahydrofuran), NC=1C=C(C(=O)O)C=CC1OCCC (3-amino-4-n-propoxybenzoic acid), O1CCCC1 (tetrahydrofuran).